Dataset: the Open Reaction Database (ORD), a public repository of structured organic reaction records. Task: describe an organic reaction: reactants, conditions, products, and yield The reactants are Cc1ccc(C(=O)O)nc1OCC1CC1, NC(=O)C(N)CC1CC1. Yields the product Cc1ccc(C(=O)NC(CC2CC2)C(N)=O)nc1OCC1CC1. RXN SMILES: [CH:1]1([CH2:4][O:5][c:6]2[c:7]([CH3:15])[cH:8][cH:9][c:10]([C:12](=[O:13])[OH:14])[n:11]2)[CH2:2][CH2:3]1.[NH2:16][CH:17]([C:18](=[O:19])[NH2:20])[CH2:21][CH:22]1[CH2:23][CH2:24]1>>[CH:1]1([CH2:4][O:5][c:6]2[c:7]([CH3:15])[cH:8][cH:9][c:10]([C:12](=[O:14])[NH:16][CH:17]([C:18](=[O:19])[NH2:20])[CH2:21][CH:22]3[CH2:23][CH2:24]3)[n:11]2)[CH2:2][CH2:3]1. The reactants are C(=O)(N1C=NC=C1)N1C=NC=C1 (1,1′-carbonyldiimidazole), CC1=NC2=C(N1C1CCN(CC1)CC1=CC=C(C=C1)C1=C(C=C(C(=N1)N)N)C1=CC=CC=C1)C=CC=C2 (6-(4-{[4-(2-methyl-1H-benzimidazol-1-yl)piperidin-1-yl]methyl}phenyl)-5-phenylpyridine-2,3-diamine), C(=O)(N1C=NC=C1)N1C=NC=C1 (1,1′-carbonyldiimidazole). Solvent: C(=O)([O-])[O-].[Na+].[Na+] (Na2CO3), C(Cl)Cl (DCM). Run at time 8 hour. The product is CC1=NC2=C(N1C1CCN(CC1)CC1=CC=C(C=C1)C1=C(C=C3C(=N1)NC(N3)=O)C3=CC=CC=C3)C=CC=C2 (5-(4-{[4-(2-methyl-1H-benzimidazol-1-yl)piperidin-1-yl]methyl}phenyl)-6-phenyl-1,3-dihydro-2H-imidazo[4,5-b]pyridin-2-one). Reaction SMILES: [CH3:1][C:2]1[N:6]([CH:7]2[CH2:12][CH2:11][N:10]([CH2:13][C:14]3[CH:19]=[CH:18][C:17]([C:20]4[N:25]=[C:24]([NH2:26])[C:23]([NH2:27])=[CH:22][C:21]=4[C:28]4[CH:33]=[CH:32][CH:31]=[CH:30][CH:29]=4)=[CH:16][CH:15]=3)[CH2:9][CH2:8]2)[C:5]2[CH:34]=[CH:35][CH:36]=[CH:37][C:4]=2[N:3]=1.[C:38](N1C=CN=C1)(N1C=CN=C1)=[O:39]>C(Cl)Cl.C([O-])([O-])=O.[Na+].[Na+]>[CH3:1][C:2]1[N:6]([CH:7]2[CH2:8][CH2:9][N:10]([CH2:13][C:14]3[CH:19]=[CH:18][C:17]([C:20]4[N:25]=[C:24]5[NH:26][C:38](=[O:39])[NH:27][C:23]5=[CH:22][C:21]=4[C:28]4[CH:29]=[CH:30][CH:31]=[CH:32][CH:33]=4)=[CH:16][CH:15]=3)[CH2:11][CH2:12]2)[C:5]2[CH:34]=[CH:35][CH:36]=[CH:37][C:4]=2[N:3]=1 |f:3.4.5|. Procedure details: 6-(4-{[4-(2-Methyl-1H-benzimidazol-1-yl)piperidin-1-yl]methyl}phenyl)-5-phenylpyridine-2,3-diamine (4-4, 0.046 g, 0.094 mmol) was dissolved in 1 ml DCM and 1,1′-carbonyldiimidazole (0.017 g, 0.104 mmol) was added. After 8 h additional 1,1′-carbonyldiimidazole (0.017 g, 0.104 mmol) was added. After stirring overnight the reaction was diluted with saturated aqueous Na2CO3. The mixture was extracted 3× with DCM then 1× with iso-BuOH. Purification by flash column chromatography (95:5 to 90:10 DCM/Me... Isolated yield 50.9%. Reactants: BrC=1C(=C(N(C1C(F)(F)F)COCC)C1=CC=C(C=C1)Cl)C(=O)OC (methyl 4-bromo-2-(p-chlorophenyl)-1-(ethoxymethyl)-5-(trifluoromethyl)pyrrole-3-carboxylate), [OH-].[K+] (potassium hydroxide). Reported procedure: A mixture of methyl 4-bromo-2-(p-chlorophenyl)-1-(ethoxymethyl)-5-(trifluoromethyl)pyrrole-3-carboxylate (13.1 g) and potassium hydroxide (3.12 g, 85%, 48 mmol) is stirred at room temperature for 20 hours, stirred at reflux for 2 hours, diluted with water, washed with diethyl ether, acidified to pH 4 with 1N hydrochloric acid and filtered to obtain a solid. The solid is washed with water and petroleum ether and dried to give the title product as a white solid (6.45 g) which is identified by 1H N... The product is BrC=1C(=C(N(C1C(F)(F)F)COCC)C1=CC=C(C=C1)Cl)C(=O)O (4-Bromo-2-(p-chlorophenyl)-1-(ethoxymethyl)-5-(trifluoromethyl)pyrrole-3-carboxylic acid). Solvent: O (water). Run at time 20 hour. Reaction SMILES: [Br:1][C:2]1[C:3]([C:22]([O:24]C)=[O:23])=[C:4]([C:15]2[CH:20]=[CH:19][C:18]([Cl:21])=[CH:17][CH:16]=2)[N:5]([CH2:11][O:12][CH2:13][CH3:14])[C:6]=1[C:7]([F:10])([F:9])[F:8].[OH-].[K+]>O>[Br:1][C:2]1[C:3]([C:22]([OH:24])=[O:23])=[C:4]([C:15]2[CH:20]=[CH:19][C:18]([Cl:21])=[CH:17][CH:16]=2)[N:5]([CH2:11][O:12][CH2:13][CH3:14])[C:6]=1[C:7]([F:8])([F:10])[F:9] |f:1.2|. Starting materials: NCC=1C(=C(C(=CC1)Cl)OC1=NC(=CC(=C1)C#N)Cl)F (2-{[3-(aminomethyl)-6-chloro-2-fluorophenyl]oxy}-6-chloro-4-pyridinecarbonitrile), ClC=1N=C(NC1C(=O)O)C (4-chloro-2-methyl-1H-imidazole-5-carboxylic acid). The product is ClC=1N=C(NC1C(=O)NCC1=C(C(=C(C=C1)Cl)OC1=NC(=CC(=C1)C#N)Cl)F)C (4-chloro-N-({4-chloro-3-[(6-chloro-4-cyano-2-pyridinyl)oxy]-2-fluorophenyl}methyl)-2-methyl-1H-imidazole-5-carboxamide). Yield: 62.6%. As a reaction SMILES: [NH2:1][CH2:2][C:3]1[C:4]([F:20])=[C:5]([O:10][C:11]2[CH:16]=[C:15]([C:17]#[N:18])[CH:14]=[C:13]([Cl:19])[N:12]=2)[C:6]([Cl:9])=[CH:7][CH:8]=1.[Cl:21][C:22]1[N:23]=[C:24]([CH3:30])[NH:25][C:26]=1[C:27](O)=[O:28]>>[Cl:21][C:22]1[N:23]=[C:24]([CH3:30])[NH:25][C:26]=1[C:27]([NH:1][CH2:2][C:3]1[CH:8]=[CH:7][C:6]([Cl:9])=[C:5]([O:10][C:11]2[CH:16]=[C:15]([C:17]#[N:18])[CH:14]=[C:13]([Cl:19])[N:12]=2)[C:4]=1[F:20])=[O:28]. Procedure: The previously described 2-{[3-(aminomethyl)-6-chloro-2-fluorophenyl]oxy}-6-chloro-4-pyridinecarbonitrile (0.040 g, 0.13 mmol) and 4-chloro-2-methyl-1H-imidazole-5-carboxylic acid (0.023 g, 0.14 mmol) were employed in a similar process described herein to prepare the title compound (0.037 g, 64%) as a white solid after purification by Reverse-Phase HPLC (water:acetonitrile with 0.1% TFA) followed by neutralization. 1H NMR (400 MHz, CHLOROFORM-d) δ ppm 11.92 (br. s., 1H) 7.13-7.34 (m, 5H) 4.72 (d...